From a dataset of the Open Reaction Database (ORD), a public repository of structured organic reaction records. describe an organic reaction: reactants, conditions, products, and yield Yields the product C(C)(C)(C)C1=C(C(=CC(=C1)CNC1=CC=C(C=C1)N(C)C)C(C)(C)C)O (2,6-di-tert-butyl-4[(4-dimethylamino-phenylamino)-methyl]-phenol). Starting materials: CN(C1=CC=C(C=C1)N)C (N,N-dimethyl-benzene-1,4-diamine), CN(C1=CC=C(C=C1)N)C (N, N-dimethyl-para-phenylene diamine), BrCC1=CC(=C(C(=C1)C(C)(C)C)O)C(C)(C)C (4-Bromomethyl-2,6-di-tert-butyl-phenol), BrCC1=CC(=C(C(=C1)C(C)(C)C)O)C(C)(C)C (4-Bromomethyl-2,6-di-tert-butyl-phenol). Reaction SMILES: Br[CH2:2][C:3]1[CH:8]=[C:7]([C:9]([CH3:12])([CH3:11])[CH3:10])[C:6]([OH:13])=[C:5]([C:14]([CH3:17])([CH3:16])[CH3:15])[CH:4]=1.[CH3:18][N:19]([CH3:27])[C:20]1[CH:25]=[CH:24][C:23]([NH2:26])=[CH:22][CH:21]=1>O1CCCC1>[C:9]([C:7]1[CH:8]=[C:3]([CH2:2][NH:26][C:23]2[CH:24]=[CH:25][C:20]([N:19]([CH3:27])[CH3:18])=[CH:21][CH:22]=2)[CH:4]=[C:5]([C:14]([CH3:17])([CH3:16])[CH3:15])[C:6]=1[OH:13])([CH3:12])([CH3:11])[CH3:10]. Run in O1CCCC1 (tetrahydrofuran), O1CCCC1 (tetrahydrofuran). Reported procedure: 4-Bromomethyl-2,6-di-tert-butyl-phenol (2.42 g, 0.008 mole) was dissolved in 50 mL of dry tetrahydrofuran. In a separate conical flask N,N-dimethyl-benzene-1,4-diamine (2.17 g, 0.016 mole) was dissolved in 25 mL of tetrahydrofuran and solution was transferred to a cylindrical funnel with pressure equalizing tube. Three-necked round-bottom flask containing solution of 4-Bromomethyl-2,6-di-tert-butyl-phenol was kept in oil-bath at 85° C. Solution in the flask was continuously stirred with the help... The reactants are Br.[N+](=O)([O-])C=1N(C=CN1)CCO (2-nitro-1H-imidazole-1-ethanol, monohydrobromide), C[Si]([O-])(C)C.[K+] (potassium trimethylsilanolate), [N+](=O)([O-])C=1N(C=CN1)C[C@@H]1OC1 ((S)-2-nitro-1-(2-oxiranylmethyl)-1H-imidazole), O1C(NCC1)=O (2-oxazolidinone). The product is Br.BrCCNC[C@@H](CN1C(=NC=C1)[N+](=O)[O-])O ((S)-(-)-α-[[(2-Bromoethyl)amino]methyl]-2-nitro-1H-imidazole-1-ethanol, monohydrobromide). As a reaction SMILES: [BrH:1].[N+:2]([C:5]1[N:6]([CH2:10][CH2:11][OH:12])[CH:7]=[CH:8][N:9]=1)([O-:4])=[O:3].[N+]([C:16]1N(C[C@H]2CO2)[CH:18]=[CH:19][N:20]=1)([O-])=O.O1CCNC1=O.C[Si](C)(C)[O-].[K+]>>[BrH:1].[Br:1][CH2:18][CH2:19][NH:20][CH2:16][C@H:11]([OH:12])[CH2:10][N:6]1[CH:7]=[CH:8][N:9]=[C:5]1[N+:2]([O-:4])=[O:3] |f:0.1,4.5,6.7|. Procedure details: A process for preparing (R)-(+)-α-[[2-bromoethyl)-amino]methyl]-2-nitro-1H-imidazole-1-ethanol, monohydrobromide which comprises reacting (S)-2-nitro-1-(2-oxiranylmethyl)-1H-imidazole with a 2-oxazolidinone of the formula ##STR15## in the presence of potassium trimethylsilanolate to give the (S)- enantiomer of a compound of the formula ##STR16## which is treated with hydrobromic acid in the presence of acetic acid. Starting materials: B(OC(C)C)(OC(C)C)OC(C)C (Triisopropyl borate), BrC=1C=C(C(=NC1)Cl)NS(=O)(=O)C1=CC=CC=C1 (N-(5-Bromo-2-chloro-pyridin-3-yl)-benzenesulfonamide), solution, C(CCC)[Li] (n-butyl lithium), hexanes. Run in C1CCOC1 (THF). Run at temperature -78 celsius, time 50 minute. Product: ClC1=C(C=C(C=N1)B(O)O)NS(=O)(=O)C1=CC=CC=C1 (6-Chloro-5-(phenylsulfonamido)pyridin-3-ylboronic acid). As a reaction SMILES: [B:1](OC(C)C)([O:6]C(C)C)[O:2]C(C)C.Br[C:15]1[CH:16]=[C:17]([NH:22][S:23]([C:26]2[CH:31]=[CH:30][CH:29]=[CH:28][CH:27]=2)(=[O:25])=[O:24])[C:18]([Cl:21])=[N:19][CH:20]=1.C([Li])CCC>C1COCC1>[Cl:21][C:18]1[N:19]=[CH:20][C:15]([B:1]([OH:6])[OH:2])=[CH:16][C:17]=1[NH:22][S:23]([C:26]1[CH:31]=[CH:30][CH:29]=[CH:28][CH:27]=1)(=[O:25])=[O:24]. Procedure details: Triisopropyl borate (5.69 ml, 24.7 mmol) is added to a solution of N-(5-Bromo-2-chloro-pyridin-3-yl)-benzenesulfonamide (1 g, 2.87 mmol) in anhydrous THF (25 ml) under argon, and the resulting solution is cooled to −78° C. A 1.6 M solution of n-butyl lithium in hexanes (5.39 ml, 8.63 mmol) is added dropwise keeping the temperature below −70° C. The reaction is stirred at −78° C. for 50 minutes. The reaction is quenched with sat. aq. NaCl (20 ml) at −78° C. and then allowed to warm to room temper...